describe an organic reaction: reactants, conditions, products, and yield From a dataset of the Open Reaction Database (ORD), a public repository of structured organic reaction records. Reactants: COC1=CC=C(CN2N=C(C=3C2=NC=CC3OC3=C(C=C(C=C3)N)F)I)C=C1 (4-(1-(4-methoxybenzyl)-3-iodo-1H-pyrazolo[3,4-b]pyridin-4-yloxy)-3-fluorobenzenamine), FC1=CC=C(C=C1)NC(=O)C1(CC1)C(=O)F (1-((4-fluorophenyl)carbamoyl)-cyclopropanecarbonyl fluoride), C(C)#N (acetonitrile). Conditions: time 15 minute. Yields the product COC1=CC=C(CN2N=C(C=3C2=NC=CC3OC3=C(C=C(C=C3)N(C(=O)C3(CC3)C(=O)N)C3=CC=C(C=C3)F)F)I)C=C1 (N-(4-(1-(4-methoxybenzyl)-3-iodo-1H-pyrazolo[3,4-b]pyridin-4-yloxy)-3-fluorophenyl)-N-(4-fluorophenyl)cyclopropane-1,1-dicarboxamide). Isolated yield 75.0%. Reaction SMILES: [CH3:1][O:2][C:3]1[CH:28]=[CH:27][C:6]([CH2:7][N:8]2[C:12]3=[N:13][CH:14]=[CH:15][C:16]([O:17][C:18]4[CH:23]=[CH:22][C:21](N)=[CH:20][C:19]=4[F:25])=[C:11]3[C:10]([I:26])=[N:9]2)=[CH:5][CH:4]=1.[F:29][C:30]1[CH:35]=[CH:34][C:33]([NH:36][C:37]([C:39]2([C:42](F)=[O:43])[CH2:41][CH2:40]2)=[O:38])=[CH:32][CH:31]=1.C(#[N:47])C>>[CH3:1][O:2][C:3]1[CH:4]=[CH:5][C:6]([CH2:7][N:8]2[C:12]3=[N:13][CH:14]=[CH:15][C:16]([O:17][C:18]4[CH:23]=[CH:22][C:21]([N:36]([C:33]5[CH:34]=[CH:35][C:30]([F:29])=[CH:31][CH:32]=5)[C:37]([C:39]5([C:42]([NH2:47])=[O:43])[CH2:41][CH2:40]5)=[O:38])=[CH:20][C:19]=4[F:25])=[C:11]3[C:10]([I:26])=[N:9]2)=[CH:27][CH:28]=1. Procedure: 4-(1-(4-Methoxybenzyl)-3-iodo-1H-pyrazolo[3,4-b]pyridin-4-yloxy)-3-fluorobenzenamine (0.490 g, 1.0 mmol, prepared according to Example 7, Step B) and acetonitrile (5 mL) were heated with 1-((4-fluorophenyl)carbamoyl)-cyclopropanecarbonyl fluoride (0.450 g, 2.00 mmol, prepared according to Example 6, Step A) at 100° C. in a sealed vessel for 4 hours. The suspension was allowed to cool to ambient temperature, and then in an ice bath for 15 minutes. The solid was filtered to provide pure desired pr... Reactants: C(C)OC(C(C(=O)C1=NN(C=N1)CC1=CC=CC=C1)N(C(C1=CC=C(C=C1)OC(F)(F)F)=O)C1CC1)=O (3-(1-benzyl-1H-[1,2,4]triazol-3-yl)-2-[cyclopropyl-(4-trifluoromethoxy-benzoyl)-amino]-3-oxo-propionic acid ethyl ester), intermediate 8B, FC(C(=O)[O-])(F)F.[NH4+] (ammonium trifluoroacetate). Product: C(C)OC(=O)C=1N(C(=NC1C1=NN(C=N1)CC1=CC=CC=C1)C1=CC=C(C=C1)OC(F)(F)F)C1CC1 (5-(1-Benzyl-1H-[1,2,4]triazol-3-yl)-3-cyclopropyl-2-(4-trifluoromethoxy-phenyl)-3H-imidazole-4-carboxylic acid ethyl ester). As a reaction SMILES: [CH2:1]([O:3][C:4](=[O:37])[CH:5]([N:20]([CH:34]1[CH2:36][CH2:35]1)[C:21](=O)[C:22]1[CH:27]=[CH:26][C:25]([O:28][C:29]([F:32])([F:31])[F:30])=[CH:24][CH:23]=1)[C:6]([C:8]1[N:12]=[CH:11][N:10]([CH2:13][C:14]2[CH:19]=[CH:18][CH:17]=[CH:16][CH:15]=2)[N:9]=1)=O)[CH3:2].FC(F)(F)C([O-])=O.[NH4+:45]>>[CH2:1]([O:3][C:4]([C:5]1[N:20]([CH:34]2[CH2:35][CH2:36]2)[C:21]([C:22]2[CH:27]=[CH:26][C:25]([O:28][C:29]([F:31])([F:32])[F:30])=[CH:24][CH:23]=2)=[N:45][C:6]=1[C:8]1[N:12]=[CH:11][N:10]([CH2:13][C:14]2[CH:19]=[CH:18][CH:17]=[CH:16][CH:15]=2)[N:9]=1)=[O:37])[CH3:2] |f:1.2|. Procedure: The title compound was prepared from 3-(1-benzyl-1H-[1,2,4]triazol-3-yl)-2-[cyclopropyl-(4-trifluoromethoxy-benzoyl)-amino]-3-oxo-propionic acid ethyl ester in direct analogy to intermediate 8B, by reaction with ammonium trifluoroacetate. MS: 498.2 (MH+). Reactants: NC=1NC(C=2N=CN(C2N1)COC(CO)CO)=O (2-(2-amino-1,6-dihydro-6-oxo-purin-9-yl)methoxy-1,3-propanediol), CS(=O)C (dimethylsulfoxide), C1(=CC=C(C=C1)S(=O)(=O)[O-])C.[NH+]1=CC=CC=C1 (pyridinium p-toluenesulfonate), C(C)(=O)O (acetic acid). The solvent is C(CC)(OCC)(OCC)OCC (triethyl orthopropionate), C(C)O (ethanol). Run at time 4.5 hour. Yields the product NC=1NC(C=2N=CN(C2N1)COC(CO)COC(CC)=O)=O (2-(2-Amino-1,6-dihydro-6-oxo-purin-9-yl)methoxy-3-propionyloxy-1-propanol). As a reaction SMILES: [NH2:1][C:2]1[NH:3][C:4](=[O:18])[C:5]2[N:6]=[CH:7][N:8]([CH2:11][O:12][CH:13]([CH2:16][OH:17])[CH2:14][OH:15])[C:9]=2[N:10]=1.CS(C)=O.[C:23]1([CH3:33])C=CC(S([O-])(=O)=O)=C[CH:24]=1.[NH+]1C=CC=CC=1.C(O)(=[O:42])C>C(OCC)(OCC)(OCC)CC.C(O)C>[NH2:1][C:2]1[NH:3][C:4](=[O:18])[C:5]2[N:6]=[CH:7][N:8]([CH2:11][O:12][CH:13]([CH2:16][O:17][C:24](=[O:42])[CH2:23][CH3:33])[CH2:14][OH:15])[C:9]=2[N:10]=1 |f:2.3|. Procedure: To 5 g of 2-(2-amino-1,6-dihydro-6-oxo-purin-9-yl)methoxy-1,3-propanediol (ganciclovir) in 20 ml of triethyl orthopropionate was added 5 ml of dimethylsulfoxide (DMSO) and 0.25 g of pyridinium p-toluenesulfonate (PPTS). The slurry was stirred at room temperature for 4.5 hours. 70% Aqueous acetic acid (10 ml) was added and the mixture was stirred for 2 hours. Then 30 ml of ethanol was added, the mixture was stirred for another 0.5 hour and filtered. The white solid was washed twice with 50 ml eac...